Dataset: the Open Reaction Database (ORD), a public repository of structured organic reaction records. Task: describe an organic reaction: reactants, conditions, products, and yield Starting materials: C(C)OC(=O)C=1C(=NC2=CC=C(C=C2C1CC1=C(C=CC=C1)Cl)Cl)N1CCCCC1 (6-chloro-4-(2-chloro-benzyl)-2-piperidin-1-yl-quinoline-3-carboxylic acid ethyl ester), [OH-].[Na+] (NaOH), solid. Product: ClC=1C=C2C(=C(C(=NC2=CC1)N1CCCCC1)C(=O)O)CC1=C(C=CC=C1)Cl (6-Chloro-4-(2-chloro-benzyl)-2-piperidin-1-yl-quinoline-3-carboxylic acid). Reaction SMILES: C([O:3][C:4]([C:6]1[C:7]([N:25]2[CH2:30][CH2:29][CH2:28][CH2:27][CH2:26]2)=[N:8][C:9]2[C:14]([C:15]=1[CH2:16][C:17]1[CH:22]=[CH:21][CH:20]=[CH:19][C:18]=1[Cl:23])=[CH:13][C:12]([Cl:24])=[CH:11][CH:10]=2)=[O:5])C.[OH-].[Na+]>>[Cl:24][C:12]1[CH:13]=[C:14]2[C:9](=[CH:10][CH:11]=1)[N:8]=[C:7]([N:25]1[CH2:26][CH2:27][CH2:28][CH2:29][CH2:30]1)[C:6]([C:4]([OH:5])=[O:3])=[C:15]2[CH2:16][C:17]1[CH:22]=[CH:21][CH:20]=[CH:19][C:18]=1[Cl:23] |f:1.2|. Reported procedure: The title compound was prepared in analogy to example 12 step B from 6-chloro-4-(2-chloro-benzyl)-2-piperidin-1-yl-quinoline-3-carboxylic acid ethyl ester (50 mg, 0.113 mmol) and 1N NaOH. Pale yellow solid (35 mg, 75%). LC-MS (ESI): 415 (M+H)+. Starting materials: CN1N=C(C=C1C1=CC=C(S1)S(=O)(=O)NC=1C=C(C(=O)NC2=CC=C(C(=O)O)C=C2)C=CC1)C(F)(F)F (4-{3-[5-(2-Methyl-5-trifluoromethyl-2H-pyrazol-3-yl)-thiophene-2-sulfonlyamino]-benzoylamino}-benzoic acid), CN1N=C(C=C1C1=CC=C(S1)S(=O)(=O)Cl)C(F)(F)F (5-(2-methyl-5-trifluoromethyl-2H-pyrazol-3-yl)-thiophene-2-sulfonyl chloride). Yields the product C(C)OC(C1=CC=C(C=C1)NC(C1=CC(=CC=C1)NS(=O)(=O)C=1SC(=CC1)C=1N(N=C(C1)C(F)(F)F)C)=O)=O (4-{3-[5-(2-methyl-5-trifluoromethyl-2H-pyrazol-3-yl)-thiophene-2-sulfonylamino]-benzoylamino}-benzoic acid ethyl ester). RXN SMILES: [CH3:1][N:2]1[C:6]([C:7]2[S:11][C:10]([S:12]([NH:15][C:16]3[CH:17]=[C:18]([CH:31]=[CH:32][CH:33]=3)[C:19]([NH:21][C:22]3[CH:30]=[CH:29][C:25]([C:26]([OH:28])=[O:27])=[CH:24][CH:23]=3)=[O:20])(=[O:14])=[O:13])=[CH:9][CH:8]=2)=[CH:5][C:4]([C:34]([F:37])([F:36])[F:35])=[N:3]1.CN1C(C2SC(S(Cl)(=O)=O)=CC=2)=[CH:42][C:41](C(F)(F)F)=N1>>[CH2:41]([O:27][C:26](=[O:28])[C:25]1[CH:29]=[CH:30][C:22]([NH:21][C:19](=[O:20])[C:18]2[CH:31]=[CH:32][CH:33]=[C:16]([NH:15][S:12]([C:10]3[S:11][C:7]([C:6]4[N:2]([CH3:1])[N:3]=[C:4]([C:34]([F:35])([F:37])[F:36])[CH:5]=4)=[CH:8][CH:9]=3)(=[O:14])=[O:13])[CH:17]=2)=[CH:23][CH:24]=1)[CH3:42]. Procedure details: 4-{3-[5-(2-Methyl-5-trifluoromethyl-2H-pyrazol-3-yl)-thiophene-2-sulfonlyamino]-benzoylamino}-benzoic acid, MS (ISP): m/e=549.2 (M−H), was prepared in analogy to example 1, steps A to D. Step C was performed using 5-(2-methyl-5-trifluoromethyl-2H-pyrazol-3-yl)-thiophene-2-sulfonyl chloride and yielded 4-{3-[5-(2-methyl-5-trifluoromethyl-2H-pyrazol-3-yl)-thiophene-2-sulfonylamino]-benzoylamino}-benzoic acid ethyl ester, which was hydrolyzed in step D. The reactants are [BH4-].[Na+] (NaBH4), C(#N)C1=C(N=C(N1CC1=CC=C(C=C1)C1=C(C=CC=C1)C1=NN=NN1)CCC)N1C(=CC=C1)C(C(F)(F)F)=O (5-Cyano-4-[2-(1-oxo-2,2,2-trifluoroethyl)-1H-pyrrol-1-yl]-2-propyl-1-[(2'-(1H-tetrazol-5-yl)biphen-4-yl)methyl]-1H-imidazole), CC(=O)C (Acetone). Solvent: C(C)O (ethanol). Run at time 1 hour. Product: C(#N)C1=C(N=C(N1CC1=CC=C(C=C1)C1=C(C=CC=C1)C1=NN=NN1)CCC)N1C(=CC=C1)C(C(F)(F)F)O (5-Cyano-4-[2-(1-hydroxy-2,2,2-trifluoroethyl)-1H-pyrrol-1-yl]-2-propyl-1-[(2'-(1H-tetrazol-5-yl)biphen-4-yl)methyl]-1H-imidazole). Reaction SMILES: [C:1]([C:3]1[N:7]([CH2:8][C:9]2[CH:14]=[CH:13][C:12]([C:15]3[CH:20]=[CH:19][CH:18]=[CH:17][C:16]=3[C:21]3[NH:25][N:24]=[N:23][N:22]=3)=[CH:11][CH:10]=2)[C:6]([CH2:26][CH2:27][CH3:28])=[N:5][C:4]=1[N:29]1[CH:33]=[CH:32][CH:31]=[C:30]1[C:34](=[O:39])[C:35]([F:38])([F:37])[F:36])#[N:2].[BH4-].[Na+].CC(C)=O>C(O)C>[C:1]([C:3]1[N:7]([CH2:8][C:9]2[CH:14]=[CH:13][C:12]([C:15]3[CH:20]=[CH:19][CH:18]=[CH:17][C:16]=3[C:21]3[NH:22][N:23]=[N:24][N:25]=3)=[CH:11][CH:10]=2)[C:6]([CH2:26][CH2:27][CH3:28])=[N:5][C:4]=1[N:29]1[CH:33]=[CH:32][CH:31]=[C:30]1[CH:34]([OH:39])[C:35]([F:38])([F:36])[F:37])#[N:2] |f:1.2|. Procedure: A solution of 5-cyano-4-[2-(1-oxo-2,2,2-trifluoroethyl)-1H-pyrrol-1-yl]-2 propyl-1-[(2'-(1H-tetrazol-5-yl)biphen-4-yl)methyl]-1H-imidazole (Example 27, 300 mg) in ethanol (5 mL) was chilled to 10° C. and treated with NaBH4 (30 mg). There was a period of rapid gas evolution then the reaction was stirred for 1 hour. Acetone (0.1 mL) was added and the reaction was stirred 10 minutes longer before partitioning between ethyl acetate and 10% citric acid (aq). The organic layer was washed with saturate... Starting materials: COC(CCC(CBr)=O)=O (5-bromo-4-oxo-pentanoic acid methyl ester), [OH-].[K+] (potassium hydroxide), COC1=CC(=C(C=O)C=C1OC)O (4,5-dimethoxy-2-hydroxy-benzaldehyde). Run in C(C)O (ethanol), C(C)O (ethanol), O (water). Reaction conditions: time 20 minute. The product is COC(CCC(=O)C1=CC2=C(O1)C=C(C(=C2)OC)OC)=O (4-(5,6-dimethoxy-benzo[b]furan-2-yl)-4-oxo-butanoic acid methyl ester). Isolated yield 32.1%. Reaction SMILES: [CH3:1][O:2][C:3]1[C:10]([O:11][CH3:12])=[CH:9][C:6]([CH:7]=O)=[C:5]([OH:13])[CH:4]=1.[OH-].[K+].[CH3:16][O:17][C:18](=[O:25])[CH2:19][CH2:20][C:21](=[O:24])[CH2:22]Br>C(O)C.O>[CH3:16][O:17][C:18](=[O:25])[CH2:19][CH2:20][C:21]([C:22]1[O:13][C:5]2[CH:4]=[C:3]([O:2][CH3:1])[C:10]([O:11][CH3:12])=[CH:9][C:6]=2[CH:7]=1)=[O:24] |f:1.2|. Reported procedure: To a stirred suspension of 4,5-dimethoxy-2-hydroxy-benzaldehyde (9.3 g) in dry ethanol (90 ml) under nitrogen was added slowly a solution of potassium hydroxide (3.14 g) in dry ethanol (60 ml). The resulting solution was stirred for 20 minutes, then 5-bromo-4-oxo-pentanoic acid methyl ester (10.65 g) was added slowly. The mixture was stirred for 24 hours, then diluted slowly with water (900 ml). The precipitated solid was filtered off, washed with water, dried under vacuum and crystallized from ... RXN SMILES: [CH3:1][n:2]1[n:3][c:4]([O:12][CH2:13][c:14]2[cH:15][n:16][c:17]([O:20][CH2:21][c:22]3[n:23][c:24](-[c:27]4[cH:28][cH:29][cH:30][cH:31][cH:32]4)[s:25][cH:26]3)[cH:18][cH:19]2)[c:5]([CH2:7][C:8](=[O:9])[O:10][CH3:11])[cH:6]1.[CH3:41][CH2:42][OH:43].[ClH:40].[Na+:34].[O:35]1[CH2:36][CH2:37][CH2:38][CH2:39]1.[OH-:33]>>[CH3:1][n:2]1[n:3][c:4]([O:12][CH2:13][c:14]2[cH:15][n:16][c:17]([O:20][CH2:21][c:22]3[n:23][c:24](-[c:27]4[cH:28][cH:29][cH:30][cH:31][cH:32]4)[s:25][cH:26]3)[cH:18][cH:19]2)[c:5]([CH2:7][C:8](=[O:9])[OH:10])[cH:6]1. Reactants: COC(=O)Cc1cn(C)nc1OCc1ccc(OCc2csc(-c3ccccc3)n2)nc1, CCO, Cl, [Na+], C1CCOC1, [OH-]. Yields the product Cn1cc(CC(=O)O)c(OCc2ccc(OCc3csc(-c4ccccc4)n3)nc2)n1. Solvent: CO (methanol). The product is OC(C1=CC=C(C(=O)N)C=C1)C=1N(C=CC(C1O)=O)CCO (4-{hydroxy-[3-hydroxy-1-(2-hydroxy-ethyl)-4-oxo-1,4-dihydro-pyridin-2-yl]-methyl}-benzamide). The reagents and catalysts are [Pd] (palladium on carbon). Reaction SMILES: C([O:8][C:9]1[C:14](=[O:15])[CH:13]=[CH:12][N:11]([CH2:16][CH2:17][OH:18])[C:10]=1[CH:19]([OH:29])[C:20]1[CH:28]=[CH:27][C:23]([C:24]([NH2:26])=[O:25])=[CH:22][CH:21]=1)C1C=CC=CC=1>CO.[Pd]>[OH:29][CH:19]([C:10]1[N:11]([CH2:16][CH2:17][OH:18])[CH:12]=[CH:13][C:14](=[O:15])[C:9]=1[OH:8])[C:20]1[CH:21]=[CH:22][C:23]([C:24]([NH2:26])=[O:25])=[CH:27][CH:28]=1. Reactants: C(C1=CC=CC=C1)OC1=C(N(C=CC1=O)CCO)C(C1=CC=C(C(=O)N)C=C1)O (4-{[3-benzyloxy-1-(2-hydroxy-ethyl)-4-oxo-1,4-dihydro-pyridin-2-yl]-hydroxy-methyl}-benzamide). Reported procedure: 0.7 g of 4-{[3-benzyloxy-1-(2-hydroxy-ethyl)-4-oxo-1,4-dihydro-pyridin-2-yl]-hydroxy-methyl}-benzamide is hydrogenated in 20 ml of methanol over 0.07 g of palladium on carbon (5%) under normal pressure and at room temperature. The catalyst is removed by filtration and the product is recrystallised from methanol, yielding 4-{hydroxy-[3-hydroxy-1-(2-hydroxy-ethyl)-4-oxo-1,4-dihydro-pyridin-2-yl]-methyl}-benzamide in the form of colourless crystals. M.p.: 215.4°-216.5° C.